Dataset: the Open Reaction Database (ORD), a public repository of structured organic reaction records. Task: describe an organic reaction: reactants, conditions, products, and yield Reactants: CCOC(=O)C(C)(C)Oc1ccc(OCC2(CC#C[Si](C)(C)C)CC2)cc1C, C1CCOC1, O. The product is C#CCC1(COc2ccc(OC(C)(C)C(=O)OCC)c(C)c2)CC1. RXN SMILES: [CH2:1]([CH3:2])[O:3][C:4]([C:5]([CH3:6])([O:7][c:8]1[c:9]([CH3:26])[cH:10][c:11]([O:14][CH2:15][C:16]2([CH2:19][C:20]#[C:21][Si:22]([CH3:23])([CH3:24])[CH3:25])[CH2:17][CH2:18]2)[cH:12][cH:13]1)[CH3:27])=[O:28].[CH2:29]1[O:30][CH2:31][CH2:32][CH2:33]1.[OH2:34]>>[CH2:1]([CH3:2])[O:3][C:4]([C:5]([CH3:6])([O:7][c:8]1[c:9]([CH3:26])[cH:10][c:11]([O:14][CH2:15][C:16]2([CH2:19][C:20]#[CH:21])[CH2:17][CH2:18]2)[cH:12][cH:13]1)[CH3:27])=[O:28].